From a dataset of the Open Reaction Database (ORD), a public repository of structured organic reaction records. describe an organic reaction: reactants, conditions, products, and yield The reactants are CCOC=C1C(=O)Nc2ccc3ncsc3c21, Nc1ccc2[nH]nnc2c1. The product is O=C1Nc2ccc3ncsc3c2C1=CNc1ccc2nn[nH]c2c1. As a reaction SMILES: [CH2:1]([O:2][CH:4]=[C:5]1[C:6](=[O:17])[NH:7][c:8]2[cH:9][cH:10][c:11]3[n:12][cH:13][s:14][c:15]3[c:16]21)[CH3:3].[NH2:18][c:19]1[cH:20][c:21]2[c:22]([nH:23][n:24][n:25]2)[cH:26][cH:27]1>>[CH:4](=[C:5]1[C:6](=[O:17])[NH:7][c:8]2[cH:9][cH:10][c:11]3[n:12][cH:13][s:14][c:15]3[c:16]21)[NH:18][c:19]1[cH:20][c:21]2[c:22]([n:23][n:24][nH:25]2)[cH:26][cH:27]1. The reactants are CCc1c(C(=O)C(N)=O)c2c(OCC(=O)OC)ncnc2n1Cc1cccc(C(F)(F)F)c1, CO, [Na+], [OH-]. Product: CCc1c(C(=O)C(N)=O)c2c(OCC(=O)O)ncnc2n1Cc1cccc(C(F)(F)F)c1. Reaction SMILES: [CH3:1][O:2][C:3]([CH2:4][O:5][c:6]1[c:7]2[c:8]([n:9][cH:10][n:11]1)[n:12]([CH2:22][c:23]1[cH:24][c:25]([C:29]([F:30])([F:31])[F:32])[cH:26][cH:27][cH:28]1)[c:13]([CH2:20][CH3:21])[c:14]2[C:15]([C:16](=[O:17])[NH2:18])=[O:19])=[O:33].[CH3:36][OH:37].[Na+:35].[OH-:34]>>[O:2]=[C:3]([CH2:4][O:5][c:6]1[c:7]2[c:8]([n:9][cH:10][n:11]1)[n:12]([CH2:22][c:23]1[cH:24][c:25]([C:29]([F:30])([F:31])[F:32])[cH:26][cH:27][cH:28]1)[c:13]([CH2:20][CH3:21])[c:14]2[C:15]([C:16](=[O:17])[NH2:18])=[O:19])[OH:33]. The reactants are C(C=C)N1N=C(C2=CC=CC(=C12)C(F)(F)F)C1=C(C=C(C=C1)OC)C (1-allyl-3-(4-methoxy-2-methylphenyl)-7-(trifluoromethyl)-1H-indazole), B(Br)(Br)Br (boron tribromide), C1=CCCCC1 (cyclohexene). Yields the product C(C=C)N1N=C(C2=CC=CC(=C12)C(F)(F)F)C1=C(C=C(C=C1)O)C (4-[1-allyl-7-(trifluoromethyl)-1H-indazol-3-yl]-3-methylphenol). The yield is 117.6%. As a reaction SMILES: [CH2:1]([N:4]1[C:12]2[C:7](=[CH:8][CH:9]=[CH:10][C:11]=2[C:13]([F:16])([F:15])[F:14])[C:6]([C:17]2[CH:22]=[CH:21][C:20]([O:23]C)=[CH:19][C:18]=2[CH3:25])=[N:5]1)[CH:2]=[CH2:3].B(Br)(Br)Br.C1CCCCC=1>>[CH2:1]([N:4]1[C:12]2[C:7](=[CH:8][CH:9]=[CH:10][C:11]=2[C:13]([F:16])([F:15])[F:14])[C:6]([C:17]2[CH:22]=[CH:21][C:20]([OH:23])=[CH:19][C:18]=2[CH3:25])=[N:5]1)[CH:2]=[CH2:3]. Procedure details: Prepared according to Method D step C from 1-allyl-3-(4-methoxy-2-methylphenyl)-7-(trifluoromethyl)-1H-indazole (0.075 g, 0.22 mmol), boron tribromide (0.082 mL, 0.87 mmol) and 1.0 mL of cyclohexene to give the product (0.086 g) as a white solid. The product is O=C1CCCc2cc(OCCn3ccnc3)ccc21. As a reaction SMILES: [Cl:8][CH2:9][CH2:10][O:11][c:12]1[cH:13][c:14]2[c:19]([cH:20][cH:21]1)[C:18](=[O:22])[CH2:17][CH2:16][CH2:15]2.[H-:2].[Na+:1].[O:23]=[CH:24][N:25]([CH3:26])[CH3:27].[nH:3]1[cH:4][n:5][cH:6][cH:7]1>>[n:3]1([CH2:9][CH2:10][O:11][c:12]2[cH:13][c:14]3[c:19]([cH:20][cH:21]2)[C:18](=[O:22])[CH2:17][CH2:16][CH2:15]3)[cH:4][n:5][cH:6][cH:7]1. Starting materials: O=C1CCCc2cc(OCCCl)ccc21, [H-], [Na+], CN(C)C=O, c1c[nH]cn1. Starting materials: O=C(Cl)c1ccncc1, O=C([O-])O, CN(C)c1ccccc1, CCOC(C)=O, CCOC(=O)c1cccc([N+](=O)[O-])c1N, [Na+]. The product is CCOC(=O)c1cccc([N+](=O)[O-])c1NC(=O)c1ccncc1. Reaction SMILES: [C:16]([c:17]1[cH:18][cH:19][n:20][cH:21][cH:22]1)(=[O:23])[Cl:24].[C:40](=[O:41])([O-:42])[OH:43].[CH3:25][N:26]([c:27]1[cH:28][cH:29][cH:30][cH:31][cH:32]1)[CH3:33].[CH3:34][CH2:35][O:36][C:37](=[O:38])[CH3:39].[N+:1](=[O:2])([O-:3])[c:4]1[c:5]([NH2:15])[c:6]([C:7](=[O:8])[O:9][CH2:10][CH3:11])[cH:12][cH:13][cH:14]1.[Na+:44]>>[N+:1](=[O:2])([O-:3])[c:4]1[c:5]([NH:15][C:16]([c:17]2[cH:18][cH:19][n:20][cH:21][cH:22]2)=[O:23])[c:6]([C:7](=[O:8])[O:9][CH2:10][CH3:11])[cH:12][cH:13][cH:14]1.